Dataset: the Open Reaction Database (ORD), a public repository of structured organic reaction records. Task: describe an organic reaction: reactants, conditions, products, and yield The reactants are CCO, COC(=O)Cc1c[nH]cn1, CCN(C(C)C)C(C)C, Cl, NN. Yields the product NNC(=O)Cc1c[nH]cn1. RXN SMILES: [CH3:23][CH2:24][OH:25].[CH3:2][O:3][C:4]([CH2:5][c:6]1[n:7][cH:8][nH:9][cH:10]1)=[O:11].[CH:12]([N:13]([CH2:14][CH3:15])[CH:16]([CH3:17])[CH3:18])([CH3:19])[CH3:20].[ClH:1].[NH2:21][NH2:22]>>[O:3]=[C:4]([CH2:5][c:6]1[n:7][cH:8][nH:9][cH:10]1)[NH:21][NH2:22]. Reactants: COc1ccc(S(=O)(=O)Oc2ccc(CCOc3ccc(C=C4SC(=O)NC4=O)cc3)cc2)cc1, CCOC(C)=O, CC(=O)O. RXN SMILES: [CH3:1][O:2][c:3]1[cH:4][cH:5][c:6]([S:9](=[O:10])(=[O:11])[O:12][c:13]2[cH:14][cH:15][c:16]([CH2:19][CH2:20][O:21][c:22]3[cH:23][cH:24][c:25]([CH:26]=[C:27]4[C:28](=[O:33])[NH:29][C:30](=[O:32])[S:31]4)[cH:34][cH:35]3)[cH:17][cH:18]2)[cH:7][cH:8]1.[CH3:36][CH2:37][O:38][C:39](=[O:40])[CH3:41].[CH3:42][C:43](=[O:44])[OH:45]>>[CH3:1][O:2][c:3]1[cH:4][cH:5][c:6]([S:9](=[O:10])(=[O:11])[O:12][c:13]2[cH:14][cH:15][c:16]([CH2:19][CH2:20][O:21][c:22]3[cH:23][cH:24][c:25]([CH2:26][CH:27]4[C:28](=[O:33])[NH:29][C:30](=[O:32])[S:31]4)[cH:34][cH:35]3)[cH:17][cH:18]2)[cH:7][cH:8]1. The product is COc1ccc(S(=O)(=O)Oc2ccc(CCOc3ccc(CC4SC(=O)NC4=O)cc3)cc2)cc1. Starting materials: C(C)(C)(C)OC(N[C@@H](CC(C)C)CN=[N+]=[N-])=O (((1S)-1-Azidomethyl-3-methyl-butyl)-carbamic acid tert-butyl ester), C(=O)(C(F)(F)F)O (TFA). Solvent: C(Cl)Cl (DCM). Yields the product N(=[N+]=[N-])C[C@H](CC(C)C)N ((1S)-1-Azidomethyl-3-methyl-butylamine). As a reaction SMILES: C(OC(=O)[NH:7][C@H:8]([CH2:13][N:14]=[N+:15]=[N-:16])[CH2:9][CH:10]([CH3:12])[CH3:11])(C)(C)C.C(O)(C(F)(F)F)=O>C(Cl)Cl>[N:14]([CH2:13][C@@H:8]([NH2:7])[CH2:9][CH:10]([CH3:12])[CH3:11])=[N+:15]=[N-:16]. Procedure details: ((1S)-1-Azidomethyl-3-methyl-butyl)-carbamic acid tert-butyl ester (9.64 g, 39.78 mmol) was treated with TFA (30 mL) in DCM (150 mL) for 3 hrs, the mixture was evaporated under reduced pressure and the residue was dissolved in ethyl acetate and washed with aqueous 1 M K2CO3, dried with Na2SO4 and concentrated to a yellow liquid (4.55 g, 80%). The reactants are CI, CC(C)=O, O=C(NC(c1ccc(S(=O)(=O)CC2CC2)cc1)c1cccnc1)c1ccc(Cl)cc1Cl. Product: C[n+]1cccc(C(NC(=O)c2ccc(Cl)cc2Cl)c2ccc(S(=O)(=O)CC3CC3)cc2)c1, [I-]. Reaction SMILES: [CH3:1][I:2].[CH3:34][C:35](=[O:36])[CH3:37].[Cl:3][c:4]1[c:5]([C:6](=[O:7])[NH:8][CH:9]([c:10]2[cH:11][n:12][cH:13][cH:14][cH:15]2)[c:16]2[cH:17][cH:18][c:19]([S:22](=[O:23])(=[O:24])[CH2:25][CH:26]3[CH2:27][CH2:28]3)[cH:20][cH:21]2)[cH:29][cH:30][c:31]([Cl:33])[cH:32]1>>[CH3:1][n+:12]1[cH:11][c:10]([CH:9]([NH:8][C:6]([c:5]2[c:4]([Cl:3])[cH:32][c:31]([Cl:33])[cH:30][cH:29]2)=[O:7])[c:16]2[cH:17][cH:18][c:19]([S:22](=[O:23])(=[O:24])[CH2:25][CH:26]3[CH2:27][CH2:28]3)[cH:20][cH:21]2)[cH:15][cH:14][cH:13]1.[I-:2]. The reactants are ClC=1C=C2C(=NC1)C=CC1=C(C2=O)C=C(C=C1)NS(=O)(=O)N(C)CC1OCCOC1 (N′-(3-chloro-5-oxo-5H-benzo[4,5]cyclohepta[1,2-b]pyridin-7-yl)-N-(1,4-dioxan-2-ylmethyl)-N-methylsulfamide), CN1N=CC(=C1)B1OC(C(O1)(C)C)(C)C (1-methyl-4-(4,4,5,5-tetramethyl-1,3,2-dioxaborolan-2-yl)-1H-pyrazole), (tBu3)PBF4, [F-].[K+] (potassium fluoride). Reagents/catalysts: C=1C=CC(=CC1)/C=C/C(=O)/C=C/C2=CC=CC=C2.C=1C=CC(=CC1)/C=C/C(=O)/C=C/C2=CC=CC=C2.C=1C=CC(=CC1)/C=C/C(=O)/C=C/C2=CC=CC=C2.[Pd].[Pd] (Pd2(dba)3). Solvent: CN(C)C=O (DMF). Run at temperature 135 celsius. The product is O1[C@@H](COCC1)CN(S(=O)(=O)NC=1C=CC2=C(C(C=3C(=NC=C(C3)C=3C=NN(C3)C)C=C2)=O)C1)C (N-[(2R)-1,4-dioxan-2-ylmethyl]-N-methyl-N′-[3-(1-methyl-1H-pyrazol-4-yl)-5-oxo-5H-benzo[4,5]cyclohepta[1,2-b]pyridin-7-yl]sulfamide). RXN SMILES: Cl[C:2]1[CH:3]=[C:4]2[C:12](=[O:13])[C:11]3[CH:14]=[C:15]([NH:18][S:19]([N:22]([CH2:24][CH:25]4[CH2:30][O:29][CH2:28][CH2:27][O:26]4)[CH3:23])(=[O:21])=[O:20])[CH:16]=[CH:17][C:10]=3[CH:9]=[CH:8][C:5]2=[N:6][CH:7]=1.[CH3:31][N:32]1[CH:36]=[C:35](B2OC(C)(C)C(C)(C)O2)[CH:34]=[N:33]1.[F-].[K+]>C1C=CC(/C=C/C(/C=C/C2C=CC=CC=2)=O)=CC=1.C1C=CC(/C=C/C(/C=C/C2C=CC=CC=2)=O)=CC=1.C1C=CC(/C=C/C(/C=C/C2C=CC=CC=2)=O)=CC=1.[Pd].[Pd].CN(C=O)C>[O:26]1[CH2:27][CH2:28][O:29][CH2:30][C@H:25]1[CH2:24][N:22]([CH3:23])[S:19]([NH:18][C:15]1[CH:16]=[CH:17][C:10]2[CH:9]=[CH:8][C:5]3=[N:6][CH:7]=[C:2]([C:35]4[CH:34]=[N:33][N:32]([CH3:31])[CH:36]=4)[CH:3]=[C:4]3[C:12](=[O:13])[C:11]=2[CH:14]=1)(=[O:21])=[O:20] |f:2.3,4.5.6.7.8|. Procedure details: N′-(3-chloro-5-oxo-5H-benzo[4,5]cyclohepta[1,2-b]pyridin-7-yl)-N-(1,4-dioxan-2-ylmethyl)-N-methylsulfamide (0.500 g, 1.11 mmol), 1-methyl-4-(4,4,5,5-tetramethyl-1,3,2-dioxaborolan-2-yl)-1H-pyrazole (0.692 g, 3.33 mmol), Pd2(dba)3 (0.051 g, 0.056 mmol), (tBu3)PBF4 (0.032 g, 0.11 mmol) and potassium fluoride (0.212 g, 3.66 mmol) were combined in a dry tube. 5 mL dry DMF was added and argon was bubbled through the solution for five minutes. The tube was sealed and heated in the Biotage Initiator se... The reactants are ClCCl, CCN(C(C)C)C(C)C, O=[N+]([O-])c1cccc(CBr)c1, C#CCOc1ccc(N)c(C(=O)c2ccc(C(C)C)cc2)c1. The product is C#CCOc1ccc(NCc2cccc([N+](=O)[O-])c2)c(C(=O)c2ccc(C(C)C)cc2)c1. RXN SMILES: [CH2:43]([Cl:44])[Cl:45].[CH:34]([N:35]([CH2:36][CH3:37])[CH:38]([CH3:39])[CH3:40])([CH3:41])[CH3:42].[N+:23](=[O:24])([O-:25])[c:26]1[cH:27][c:28]([CH2:29][Br:30])[cH:31][cH:32][cH:33]1.[NH2:1][c:2]1[c:3]([C:12](=[O:13])[c:14]2[cH:15][cH:16][c:17]([CH:20]([CH3:21])[CH3:22])[cH:18][cH:19]2)[cH:4][c:5]([O:8][CH2:9][C:10]#[CH:11])[cH:6][cH:7]1>>[NH:1]([c:2]1[c:3]([C:12](=[O:13])[c:14]2[cH:15][cH:16][c:17]([CH:20]([CH3:21])[CH3:22])[cH:18][cH:19]2)[cH:4][c:5]([O:8][CH2:9][C:10]#[CH:11])[cH:6][cH:7]1)[CH2:29][c:28]1[cH:27][c:26]([N+:23](=[O:24])[O-:25])[cH:33][cH:32][cH:31]1. The reactants are N1=CC=CC=C1 (pyridine), Cl.NO (hydroxylamine hydrochloride), C(C)(C)N1C2COCC1CC(C2)=O (9-isopropyl-3-oxa-9-aza-bicyclo[3.3.1]nonan-7-one). Solvent: C(C)O (ethanol). Conditions: temperature 23 celsius. Product: C(C)(C)N1C2COCC1CC(C2)=NO (9-Isopropyl-3-oxa-9-aza-bicyclo[3.3.1]nonan-7-one oxime). Reaction SMILES: [CH:1]([N:4]1[CH:9]2[CH2:10][C:11](=O)[CH2:12][CH:5]1[CH2:6][O:7][CH2:8]2)([CH3:3])[CH3:2].N1C=CC=CC=1.Cl.[NH2:21][OH:22]>C(O)C>[CH:1]([N:4]1[CH:9]2[CH2:10][C:11](=[N:21][OH:22])[CH2:12][CH:5]1[CH2:6][O:7][CH2:8]2)([CH3:3])[CH3:2] |f:2.3|. Reported procedure: A mixture of 9-isopropyl-3-oxa-9-aza-bicyclo[3.3.1]nonan-7-one (CAS no: 99189-30-7)(1.25 g, 6.82 mmol) in ethanol (40 mL) and pyridine (0.8 mL, 10.2 mmol) with hydroxylamine hydrochloride (0.5 g, 7.23 mmol) was refluxed for 6 h. Cooled to 23° C., evaporated all volatiles, partitioned the residue between dichloromethane and sodium carbonate solution, reextracted the aqueous layer with tetrahydrofuran/ethyl acetate, all combined organic layers were dried over Na2SO4, filtered and the solvents evap... Starting materials: FC(C)(F)C1=CC=C(O1)CN1N=CC(=C1)N (1-[5-(1,1-difluoro-ethyl)-furan-2-ylmethyl]-1H-pyrazol-4-ylamine), COC1=CC=C(C=C1)C1=C(N=C(O1)C)C(=O)O (5-(4-methoxy-phenyl)-2-methyl-oxazole-4-carboxylic acid), 05b. Yields the product FC(C)(F)C1=CC=C(O1)CN1N=CC(=C1)NC(=O)C=1N=C(OC1C1=CC=C(C=C1)OC)C (5-(4-Methoxy-phenyl)-2-methyl-oxazole-4-carboxylic acid {1-[5-(1,1-difluoro-ethyl)-furan-2-ylmethyl]-1H-pyrazol-4-yl}amide). As a reaction SMILES: [F:1][C:2]([C:5]1[O:9][C:8]([CH2:10][N:11]2[CH:15]=[C:14]([NH2:16])[CH:13]=[N:12]2)=[CH:7][CH:6]=1)([F:4])[CH3:3].[CH3:17][O:18][C:19]1[CH:24]=[CH:23][C:22]([C:25]2[O:29][C:28]([CH3:30])=[N:27][C:26]=2[C:31](O)=[O:32])=[CH:21][CH:20]=1>>[F:4][C:2]([C:5]1[O:9][C:8]([CH2:10][N:11]2[CH:15]=[C:14]([NH:16][C:31]([C:26]3[N:27]=[C:28]([CH3:30])[O:29][C:25]=3[C:22]3[CH:23]=[CH:24][C:19]([O:18][CH3:17])=[CH:20][CH:21]=3)=[O:32])[CH:13]=[N:12]2)=[CH:7][CH:6]=1)([F:1])[CH3:3]. Procedure details: Following general procedure B, starting from 1-[5-(1,1-difluoro-ethyl)-furan-2-ylmethyl]-1H-pyrazol-4-ylamine and 5-(4-methoxy-phenyl)-2-methyl-oxazole-4-carboxylic acid. LC-MS-conditions 05b: tR=1.14 min; [M+H]+=442.99. Reactants: [C-]#N, [C-]#N, CN1CCCC1=O, CCOC(C)=O, COC(=O)CC1CCc2cc(OS(=O)(=O)C(F)(F)F)c(C)cc21, [Fe+2], O=C(C=Cc1ccccc1)C=Cc1ccccc1, O=C(C=Cc1ccccc1)C=Cc1ccccc1, O=C(C=Cc1ccccc1)C=Cc1ccccc1, [Pd], [Pd], [Zn+2], c1ccc(P(c2ccccc2)[c-]2cccc2)cc1, c1ccc(P(c2ccccc2)[c-]2cccc2)cc1. Product: COC(=O)CC1CCc2cc(C#N)c(C)cc21. As a reaction SMILES: [C-:130]#[N:131].[C-:133]#[N:134].[CH3:24][N:25]1[CH2:26][CH2:27][CH2:28][C:29]1=[O:30].[CH3:31][CH2:32][O:33][C:34]([CH3:35])=[O:36].[F:1][C:2]([F:3])([F:4])[S:5]([O:6][c:7]1[cH:8][c:9]2[c:13]([cH:14][c:15]1[CH3:16])[CH:12]([CH2:17][C:18](=[O:19])[O:20][CH3:21])[CH2:11][CH2:10]2)(=[O:22])=[O:23].[Fe+2:129].[O:39]=[C:40]([CH:41]=[CH:42][c:43]1[cH:44][cH:45][cH:46][cH:47][cH:48]1)[CH:49]=[CH:50][c:51]1[cH:52][cH:53][cH:54][cH:55][cH:56]1.[O:57]=[C:58]([CH:59]=[CH:60][c:61]1[cH:62][cH:63][cH:64][cH:65][cH:66]1)[CH:67]=[CH:68][c:69]1[cH:70][cH:71][cH:72][cH:73][cH:74]1.[O:75]=[C:76]([CH:77]=[CH:78][c:79]1[cH:80][cH:81][cH:82][cH:83][cH:84]1)[CH:85]=[CH:86][c:87]1[cH:88][cH:89][cH:90][cH:91][cH:92]1.[Pd:37].[Pd:38].[Zn+2:132].[cH:111]1[cH:112][cH:113][c:114]([P:115]([c:116]2[cH:117][cH:118][cH:119][cH:120][cH:121]2)[c-:122]2[cH:123][cH:124][cH:125][cH:126]2)[cH:127][cH:128]1.[cH:93]1[cH:94][cH:95][c:96]([P:97]([c:98]2[cH:99][cH:100][cH:101][cH:102][cH:103]2)[c-:104]2[cH:105][cH:106][cH:107][cH:108]2)[cH:109][cH:110]1>>[c:7]1([C:24]#[N:25])[cH:8][c:9]2[c:13]([cH:14][c:15]1[CH3:16])[CH:12]([CH2:17][C:18](=[O:19])[O:20][CH3:21])[CH2:11][CH2:10]2.